Dataset: the Open Reaction Database (ORD), a public repository of structured organic reaction records. Task: describe an organic reaction: reactants, conditions, products, and yield The reactants are C[O-], CO, CC(C)[N+](=O)[O-], Cc1c(Cl)ccc(Cl)c1CBr, Cl, [Na+], O. As a reaction SMILES: [CH3:1][O-:2].[CH3:22][OH:23].[CH3:4][CH:5]([N+:6](=[O:7])[O-:8])[CH3:9].[Cl:10][c:11]1[c:12]([CH3:20])[c:13]([CH2:14][Br:15])[c:16]([Cl:19])[cH:17][cH:18]1.[ClH:21].[Na+:3].[OH2:24]>>[O:8]=[CH:14][c:13]1[c:12]([CH3:20])[c:11]([Cl:10])[cH:18][cH:17][c:16]1[Cl:19]. Yields the product Cc1c(Cl)ccc(Cl)c1C=O.